From a dataset of the Open Reaction Database (ORD), a public repository of structured organic reaction records. describe an organic reaction: reactants, conditions, products, and yield Starting materials: O=C(Nc1cc(Br)ccc1F)C(F)(F)F, C1CCOC1, C#C[Si](C)(C)C, [Cu]I, Cl[Pd]Cl, c1ccc(P(c2ccccc2)c2ccccc2)cc1, c1ccc(P(c2ccccc2)c2ccccc2)cc1. Product: C[Si](C)(C)C#Cc1ccc(F)c(NC(=O)C(F)(F)F)c1. As a reaction SMILES: [Br:1][c:2]1[cH:3][cH:4][c:5]([F:15])[c:6]([NH:8][C:9]([C:10]([F:11])([F:12])[F:13])=[O:14])[cH:7]1.[CH2:65]1[O:66][CH2:67][CH2:68][CH2:69]1.[CH3:16][Si:17]([CH3:18])([CH3:19])[C:20]#[CH:21].[Cu:63][I:64].[Pd:22]([Cl:23])[Cl:24].[c:25]1([P:26]([c:27]2[cH:28][cH:29][cH:30][cH:31][cH:32]2)[c:33]2[cH:34][cH:35][cH:36][cH:37][cH:38]2)[cH:39][cH:40][cH:41][cH:42][cH:43]1.[c:44]1([P:45]([c:46]2[cH:47][cH:48][cH:49][cH:50][cH:51]2)[c:52]2[cH:53][cH:54][cH:55][cH:56][cH:57]2)[cH:58][cH:59][cH:60][cH:61][cH:62]1>>[c:2]1([C:21]#[C:20][Si:17]([CH3:16])([CH3:18])[CH3:19])[cH:3][cH:4][c:5]([F:15])[c:6]([NH:8][C:9]([C:10]([F:11])([F:12])[F:13])=[O:14])[cH:7]1. The reactants are [Si](C)(C)(C(C)(C)C)N1C(C(C1CC=O)N=[N+]=[N-])=O (N-(t-butyldimethylsilyl)-3-azido-4-(2-oxoethyl)-azetidin-2-one), C(C)(=O)OCC1=CC=CC=C1 (benzyl acetate), C(C)(C)[N-]C(C)C.[Li+] (lithium diisopropylamide). The solvent is O1CCCC1 (tetrahydrofuran), O1CCCC1 (tetrahydrofuran), O1CCCC1 (tetrahydrofuran). Reaction conditions: temperature -78 celsius. The product is [Si](C)(C)(C(C)(C)C)N1C(C(C1CC(CC(=O)OCC1=CC=CC=C1)O)N=[N+]=[N-])=O (N-(t-butyldimethylsilyl)-3-azido-4-(3-benzyloxycarbonyl 2-hydroxypropyl)-azetidin-2-one). Reaction SMILES: [C:1]([O:4][CH2:5][C:6]1[CH:11]=[CH:10][CH:9]=[CH:8][CH:7]=1)(=[O:3])[CH3:2].C([N-]C(C)C)(C)C.[Li+].[Si:20]([N:27]1[CH:30]([CH2:31][CH:32]=[O:33])[CH:29]([N:34]=[N+:35]=[N-:36])[C:28]1=[O:37])([C:23]([CH3:26])([CH3:25])[CH3:24])([CH3:22])[CH3:21]>O1CCCC1>[Si:20]([N:27]1[CH:30]([CH2:31][CH:32]([OH:33])[CH2:2][C:1]([O:4][CH2:5][C:6]2[CH:11]=[CH:10][CH:9]=[CH:8][CH:7]=2)=[O:3])[CH:29]([N:34]=[N+:35]=[N-:36])[C:28]1=[O:37])([C:23]([CH3:25])([CH3:26])[CH3:24])([CH3:22])[CH3:21] |f:1.2|. Procedure details: A solution of benzyl acetate (0.011 mol) in anhydrous tetrahydrofuran (5 ml) is added dropwise to solution of lithium diisopropylamide (0.011 mol) in anhydrous tetrahydrofuran (20 ml) at -78° C. After stirring 15 more min at -78° C. the reaction mixture is treated dropwise with a solution of N-(t-butyldimethylsilyl)-3-azido-4-(2-oxoethyl)-azetidin-2-one (0.01 mol) in tetrahydrofuran (10 ml). The mixture is stirred at -78° an additional 15 min and then quenched with 2.5 N hydrochloric acid (10 ml... The reactants are C(#N)CC(=O)OCC (ethyl cyanoacetate), BrC1=CC=C(C(C=O)=C1)O (5-bromosalicylaldehyde), BrC1=CC=C(C(C=O)=C1)O (5-bromosalicylaldehyde). The solvent is C(C)O (ethyl alcohol). Run at time 14 hour. The product is CCOC(=O)C1=C(OC2=C(C1C(C#N)C(=O)OCC)C=C(C=C2)Br)N (HA14-1). The yield is 86.0%. RXN SMILES: [Br:1][C:2]1[CH:9]=[C:6]([CH:7]=O)[C:5]([OH:10])=[CH:4][CH:3]=1.[C:11]([CH2:13][C:14]([O:16][CH2:17][CH3:18])=[O:15])#[N:12]>C(O)C>[CH3:18][CH2:17][O:16][C:14]([C:13]1[CH:7]([CH:13]([C:14]([O:16][CH2:17][CH3:18])=[O:15])[C:11]#[N:12])[C:6]2[CH:9]=[C:2]([Br:1])[CH:3]=[CH:4][C:5]=2[O:10][C:11]=1[NH2:12])=[O:15]. Procedure details: To a suspension of the 5-bromosalicylaldehyde (0.010 mol) in dry ethyl alcohol (30 ml) was added ethyl cyanoacetate (0.022 mol) and 3.0 grams of molecular sieve 3Å powder (Aldrich Chemical Company). The resulting mixture was stirred at room temperature overnight (14 h). Most of the 5-bromosalicylaldehyde disappeared within the first 2 hours as layer chromatography (TLC). The molecular sieve was then filtered off and washed 3 times with tetrahydrofuran. The filtrates were combined and the solvent... Solvent: CN(C)C=O (DMF). As a reaction SMILES: [F:1][C:2]([F:11])([F:10])[C:3]1[CH:4]=[C:5]([CH:7]=[CH:8][CH:9]=1)[NH2:6].Cl[C:13]1[CH:18]=[C:17]([C:19]2[CH:24]=[C:23]([N:25]3[CH2:30][CH2:29][CH2:28][CH2:27][CH2:26]3)[CH:22]=[CH:21][C:20]=2[N+:31]([O-:33])=[O:32])[N:16]=[CH:15][N:14]=1>CN(C=O)C.Cl>[N+:31]([C:20]1[CH:21]=[CH:22][C:23]([N:25]2[CH2:30][CH2:29][CH2:28][CH2:27][CH2:26]2)=[CH:24][C:19]=1[C:17]1[N:16]=[CH:15][N:14]=[C:13]([NH:6][C:5]2[CH:7]=[CH:8][CH:9]=[C:3]([C:2]([F:10])([F:11])[F:1])[CH:4]=2)[CH:18]=1)([O-:33])=[O:32]. Isolated yield 74.5%. The reactants are FC(C=1C=C(N)C=CC1)(F)F (3-(trifluoromethyl)aniline), ClC1=NC=NC(=C1)C1=C(C=CC(=C1)N1CCCCC1)[N+](=O)[O-] (4-chloro-6-(2-nitro-5-(piperidin-1-yl)phenyl)pyrimidine). Product: [N+](=O)([O-])C1=C(C=C(C=C1)N1CCCCC1)C1=CC(=NC=N1)NC1=CC(=CC=C1)C(F)(F)F (6-(2-nitro-5-(piperidin-1-yl)phenyl)-N-(3-(trifluoromethyl)phenyl)-pyrimidin-4-amine). Procedure: A solution of 15 mg of 3-(trifluoromethyl)aniline and 27 mg intermediate 3.1b in 1 mL of DMF was treated with 1 drop of concentrated hydrochloric acid and heated to 90° C. for 1 h. The solution was cooled and partitioned between ethyl acetate and water. The organic extracts were washed with brine and dried over Na2SO4. The solvent was evaporated at reduced pressure to give 28 mg of product. The reagents and catalysts are Cl (hydrochloric acid). Reaction conditions: temperature 90 celsius.